Task: describe an organic reaction: reactants, conditions, products, and yield. Dataset: the Open Reaction Database (ORD), a public repository of structured organic reaction records Reactants: C1CCOC1, O=C1N(Cc2ccccc2)c2ccc(CC3CCCCCCC3)cc2C12CCNCC2, [Cl-], [Li], N, [NH4+]. As a reaction SMILES: [CH2:36]1[O:37][CH2:38][CH2:39][CH2:40]1.[CH2:3]([c:4]1[cH:5][cH:6][cH:7][cH:8][cH:9]1)[N:10]1[C:11](=[O:33])[C:12]2([c:13]3[cH:14][c:15]([CH2:19][CH:20]4[CH2:21][CH2:22][CH2:23][CH2:24][CH2:25][CH2:26][CH2:27]4)[cH:16][cH:17][c:18]31)[CH2:28][CH2:29][NH:30][CH2:31][CH2:32]2.[Cl-:34].[Li:2].[NH3:1].[NH4+:35]>>[NH:10]1[C:11](=[O:33])[C:12]2([c:13]3[cH:14][c:15]([CH2:19][CH:20]4[CH2:21][CH2:22][CH2:23][CH2:24][CH2:25][CH2:26][CH2:27]4)[cH:16][cH:17][c:18]31)[CH2:28][CH2:29][NH:30][CH2:31][CH2:32]2. Yields the product O=C1Nc2ccc(CC3CCCCCCC3)cc2C12CCNCC2. Reactants: ethyl acetate hexanes, S1C2=C(C=C1)C=CC=C2 (benzo[b]-thiophene), [Li]C(C)(C)C (t-BuLi), COC=1C=C(C=O)C=CC1OC (3,4-dimethoxybenzaldehyde), white gummy solid. The solvent is C1CCOC1 (THF). The product is S1C2=C(C=C1C(C1=CC(=C(C=C1)OC)OC)O)C=CC=C2 (a-(2-benzo[b]thienyl)-3,4-dimethoxybenzyl alcohol). Reaction SMILES: [S:1]1[CH:5]=[CH:4][C:3]2[CH:6]=[CH:7][CH:8]=[CH:9][C:2]1=2.[Li]C(C)(C)C.[CH3:15][O:16][C:17]1[CH:18]=[C:19]([CH:22]=[CH:23][C:24]=1[O:25][CH3:26])[CH:20]=[O:21]>C1COCC1>[S:1]1[C:5]([CH:20]([OH:21])[C:19]2[CH:22]=[CH:23][C:24]([O:25][CH3:26])=[C:17]([O:16][CH3:15])[CH:18]=2)=[CH:4][C:3]2[CH:6]=[CH:7][CH:8]=[CH:9][C:2]1=2. Procedure details: a-(2-benzo[b]thienyl)-3,4-dimethoxybenzyl alcohol was prepared in the same manner as described in Example 40A. Reaction of benzo[b]-thiophene (7.5 mmoles, 1.0 g), t-BuLi (1.7 m, 97 mmoles, 5.7 ml) and 3,4-dimethoxybenzaldehyde (8.9 mmoles, 1.5 g) in THF (20 ml) yielded, after flash chromatography using 30% ethyl acetate/hexanes, 2.25 g (≈100%) of a white gummy solid. The reactants are N(=NC(C#N)(C)C)C(C#N)(C)C (azobis(isobutyronitrile)), ClCl (chlorine), ClCl (chlorine), FC1=CC=C(C=O)C=C1 (4-fluorobenzaldehyde), ClCl (chlorine). Run at temperature 60 celsius. Product: FC1=CC=C(C(=O)Cl)C=C1 (4-fluorobenzoyl chloride). RXN SMILES: N(C(C)(C)C#N)=NC(C)(C)C#N.[F:13][C:14]1[CH:21]=[CH:20][C:17]([CH:18]=[O:19])=[CH:16][CH:15]=1.[Cl:22]Cl>>[F:13][C:14]1[CH:21]=[CH:20][C:17]([C:18]([Cl:22])=[O:19])=[CH:16][CH:15]=1. Reported procedure: 10 g of azobis(isobutyronitrile) are added, with stirring, to 620 g of 4-fluorobenzaldehyde (5 mol tel quel, purity >99 GC[a/a]) under protective gas in a 1 l four-necked flask. The mixture is then heated to an internal temperature of 60° C. and, over the course of 7.5 hours, a total of 354 g of chlorine are introduced. The chlorine is added in an amount of 15 liters per hour. Unreacted chlorine is then blown out with nitrogen, and the reaction mixture is cooled to room temperature. The progress...